From a dataset of the Open Reaction Database (ORD), a public repository of structured organic reaction records. describe an organic reaction: reactants, conditions, products, and yield Reactants: FC(CCC1(CCN(CC1)C(=O)OC(C)(C)C)O)F (tert-butyl 4-(3,3-difluoropropyl)-4-hydroxypiperidine-1-carboxylate). The solvent is Cl (HCl), O1CCOCC1 (dioxane). The product is FC(CCC1(CCNCC1)O)F (4-(3,3-difluoropropyl)piperidin-4-ol). Isolated yield 156.2%. RXN SMILES: [F:1][CH:2]([F:19])[CH2:3][CH2:4][C:5]1([OH:18])[CH2:10][CH2:9][N:8](C(OC(C)(C)C)=O)[CH2:7][CH2:6]1>Cl.O1CCOCC1>[F:19][CH:2]([F:1])[CH2:3][CH2:4][C:5]1([OH:18])[CH2:6][CH2:7][NH:8][CH2:9][CH2:10]1. Procedure: A solution of tert-butyl 4-(3,3-difluoropropyl)-4-hydroxypiperidine-1-carboxylate (293 mg, 1.075 mmol) in 5 mL of 3.5 N HCl in dioxane was stirred at r.t. for 30 min. The reaction mixture was concentrated in vacuo to give 301 mg of the title product which was used in the next step directly.